This data is from the Open Reaction Database (ORD), a public repository of structured organic reaction records. The task is: describe an organic reaction: reactants, conditions, products, and yield Starting materials: Cl.Cl.FC1=CC=C(C=C1)C(N1CCN(CC1)CCOCC(=O)N)C1=CC=C(C=C1)F (2-[4-[bis(4-fluorophenyl)methyl]-1-piperazinyl]ethoxyacetamide dihydrochloride), [Na] (sodium), [OH-].[Na+] (sodium hydroxide), Cl (hydrochloric acid). The solvent is C(C)O (ethanol), O (Water). The product is C1=CC(=CC=C1C(C=2C=CC(=CC2)F)N3CCN(CC3)CCOCC(=O)O)F (efletirizine). RXN SMILES: Cl.Cl.[F:3][C:4]1[CH:9]=[CH:8][C:7]([CH:10]([C:24]2[CH:29]=[CH:28][C:27]([F:30])=[CH:26][CH:25]=2)[N:11]2[CH2:16][CH2:15][N:14]([CH2:17][CH2:18][O:19][CH2:20][C:21](N)=[O:22])[CH2:13][CH2:12]2)=[CH:6][CH:5]=1.[Na].[OH-:32].[Na+].Cl>O.C(O)C>[CH:8]1[C:7]([CH:10]([N:11]2[CH2:12][CH2:13][N:14]([CH2:17][CH2:18][O:19][CH2:20][C:21]([OH:32])=[O:22])[CH2:15][CH2:16]2)[C:24]2[CH:25]=[CH:26][C:27]([F:30])=[CH:28][CH:29]=2)=[CH:6][CH:5]=[C:4]([F:3])[CH:9]=1 |f:0.1.2,4.5,^1:30|. Procedure details: In a round-bottomed flask fitted with a mechanical stirrer, a Nitrogen inlet and a condenser, 30 g (0.065 mole) of 2-[4-[bis(4-fluorophenyl)methyl]-1-piperazinyl]ethoxyacetamide dihydrochloride are added to a mixture of 325 ml of ethanol, 130 ml of a 1 N aqueous sodium hydroxyde solution and 62 ml of a 6.3 N aqueous sodium hydroxide solution. The mixture is heated under reflux and under a Nitrogen atmosphere for 1.5 hours. The reaction mixture is then cooled down to room temperature and its pH i... Reactants: ClCCl, CCOC(=O)c1cc(OCCOC)c(OCCOC)cc1N, [Na+], CN(C)C=O, [OH-], O=P(Cl)(Cl)Cl. Product: CCOC(=O)c1cc(OCCOC)c(OCCOC)cc1N=CN(C)C. RXN SMILES: [CH2:35]([Cl:36])[Cl:37].[NH2:1][c:2]1[c:3]([C:4](=[O:5])[O:6][CH2:7][CH3:8])[cH:9][c:10]([O:18][CH2:19][CH2:20][O:21][CH3:22])[c:11]([O:13][CH2:14][CH2:15][O:16][CH3:17])[cH:12]1.[Na+:29].[O:30]=[CH:31][N:32]([CH3:33])[CH3:34].[OH-:28].[P:23]([Cl:24])([Cl:25])([Cl:26])=[O:27]>>[N:1]([c:2]1[c:3]([C:4](=[O:5])[O:6][CH2:7][CH3:8])[cH:9][c:10]([O:18][CH2:19][CH2:20][O:21][CH3:22])[c:11]([O:13][CH2:14][CH2:15][O:16][CH3:17])[cH:12]1)=[CH:31][N:32]([CH3:33])[CH3:34]. The reactants are CCOCC (ether), FC=1C=CC(=C(C1)O)[N+](=O)[O-] (5-fluoro-2-nitrophenol), C(C1=CC=CC=C1)Br (benzyl bromide), C(=O)([O-])[O-].[K+].[K+] (K2CO3). Solvent: O (water), CN(C)C=O (DMF). Reaction conditions: time 12 hour. Product: FC1=CC(=C(C=C1)[N+](=O)[O-])OCC1=CC=CC=C1 (4-Fluoro-1-nitro-2-(phenylmethoxy) benzene). Yield: 92.0%. Reaction SMILES: [F:1][C:2]1[CH:3]=[CH:4][C:5]([N+:9]([O-:11])=[O:10])=[C:6]([OH:8])[CH:7]=1.[CH2:12](Br)[C:13]1[CH:18]=[CH:17][CH:16]=[CH:15][CH:14]=1.C([O-])([O-])=O.[K+].[K+].CCOCC>CN(C=O)C.O>[F:1][C:2]1[CH:3]=[CH:4][C:5]([N+:9]([O-:11])=[O:10])=[C:6]([O:8][CH2:12][C:13]2[CH:18]=[CH:17][CH:16]=[CH:15][CH:14]=2)[CH:7]=1 |f:2.3.4|. Reported procedure: A mixture of 5-fluoro-2-nitrophenol (28 g, 0.178 mol), benzyl bromide (33.53 g, 0.195 mol) and K2CO3 (30.8 g, 0.223 mol) in anhydrous DMF (150 mL) was stirred at room temperature for 12 h. After the reaction was complete, the reaction mixture was poured into a mixture of ether (1000 mL) and water (200 mL). The organic phase was separated, washed with water (3×100 mL), dried (MgSO4) and concentrated to give the title compound of Step A (40.5 g). Starting materials: N(=[N+]=[N-])C1CCN(CCC1F)C1=C(C=NN1C)[N+](=O)[O-] (4-azido-5-fluoro-1-(1-methyl-4-nitro-1H-pyrazol-5-yl)azepane), C1(=CC=CC=C1)P(C1=CC=CC=C1)C1=CC=CC=C1 (triphenylphosphine). Solvent: C1CCOC1.O (THF water). Reaction conditions: temperature 60 celsius. Product: FC1C(CCN(CC1)C1=C(C=NN1C)[N+](=O)[O-])N (5-fluoro-1-(1-methyl-4-nitro-1H-pyrazol-5-yl)azepan-4-amine). As a reaction SMILES: [N:1]([CH:4]1[CH:10]([F:11])[CH2:9][CH2:8][N:7]([C:12]2[N:16]([CH3:17])[N:15]=[CH:14][C:13]=2[N+:18]([O-:20])=[O:19])[CH2:6][CH2:5]1)=[N+]=[N-].C1(P(C2C=CC=CC=2)C2C=CC=CC=2)C=CC=CC=1>C1COCC1.O>[F:11][CH:10]1[CH2:9][CH2:8][N:7]([C:12]2[N:16]([CH3:17])[N:15]=[CH:14][C:13]=2[N+:18]([O-:20])=[O:19])[CH2:6][CH2:5][CH:4]1[NH2:1] |f:2.3|. Procedure details: A solution of 4-azido-5-fluoro-1-(1-methyl-4-nitro-1H-pyrazol-5-yl)azepane (1.4 g, 4.95 mmol) in THF/water (30 mL/6 mL) was treated with triphenylphosphine (1.3 g, 4.95 mmol) and the mixture was heated at 60° C. behind a blast screen for 4 hr. The mixture was partitioned between EtOAc (200 mL) and saturated aqueous NaHCO3 solution (30 mL). The aqueous layer was extracted with EtOAc (50 mL) and the combined organic layers were dried over MgSO4 and concentrated under reduced pressure. The resultin... Starting materials: C1CCOC1, CCN, Cc1c(C=O)cnn1C. Product: CCNCc1cnn(C)c1C. As a reaction SMILES: [CH2:13]1[O:14][CH2:15][CH2:16][CH2:17]1.[CH3:10][CH2:11][NH2:12].[CH3:1][n:2]1[n:3][cH:4][c:5]([CH:8]=[O:9])[c:6]1[CH3:7]>>[CH3:1][n:2]1[n:3][cH:4][c:5]([CH2:8][NH:12][CH2:11][CH3:10])[c:6]1[CH3:7]. Starting materials: CC(CS(=O)(=O)Cl)(C)C.C(C)OC(=O)C1(CCNCC1)CCOC (4-(2-methoxy-ethyl)-piperidine-4-carboxylic acid ethyl ester 2,2-dimethyl-propane-1-sulfonyl chloride), FC(CCOC1=CC=C(C=C1)N)(F)F (4-(3,3,3-trifluoro-propoxy)-phenylamine). Product: C(C(C)(C)C)S(=O)(=O)N1CCC2(CCN(C2=O)C2=CC=C(C=C2)OCCC(F)(F)F)CC1 (8-(Neopentylsulfonyl)-2-(4-(3,3,3-trifluoropropoxy)phenyl)-2,8-diazaspiro[4.5]decan-1-one). RXN SMILES: [CH3:1][C:2]([CH3:9])([CH3:8])[CH2:3][S:4](Cl)(=[O:6])=[O:5].C(O[C:13]([C:15]1([CH2:21][CH2:22]OC)[CH2:20][CH2:19][NH:18][CH2:17][CH2:16]1)=[O:14])C.[F:25][C:26]([F:38])([F:37])[CH2:27][CH2:28][O:29][C:30]1[CH:35]=[CH:34][C:33]([NH2:36])=[CH:32][CH:31]=1>>[CH2:3]([S:4]([N:18]1[CH2:17][CH2:16][C:15]2([C:13](=[O:14])[N:36]([C:33]3[CH:34]=[CH:35][C:30]([O:29][CH2:28][CH2:27][C:26]([F:25])([F:37])[F:38])=[CH:31][CH:32]=3)[CH2:22][CH2:21]2)[CH2:20][CH2:19]1)(=[O:6])=[O:5])[C:2]([CH3:9])([CH3:8])[CH3:1] |f:0.1|. Procedure details: This material was prepared according to example 1 steps C) to D) from 4-(2-methoxy-ethyl)-piperidine-4-carboxylic acid ethyl ester 2,2-dimethyl-propane-1-sulfonyl chloride, 4-(3,3,3-trifluoro-propoxy)-phenylamine as white solid. MS (ESI): 477.2 (MH+).